From a dataset of the Open Reaction Database (ORD), a public repository of structured organic reaction records. describe an organic reaction: reactants, conditions, products, and yield The reactants are COC(=O)C(CC(C)C)Nc1snc(C)c1Br, CO, [Li+], [OH-]. Yields the product Cc1nsc(NC(CC(C)C)C(=O)O)c1Br. As a reaction SMILES: [Br:1][c:2]1[c:3]([CH3:17])[n:4][s:5][c:6]1[NH:7][CH:8]([CH2:9][CH:10]([CH3:11])[CH3:12])[C:13](=[O:14])[O:15][CH3:16].[CH3:20][OH:21].[Li+:18].[OH-:19]>>[Br:1][c:2]1[c:3]([CH3:17])[n:4][s:5][c:6]1[NH:7][CH:8]([CH2:9][CH:10]([CH3:11])[CH3:12])[C:13](=[O:14])[OH:15]. Starting materials: C(C)(C)(C)OC(=O)NCCC(=O)N(CCC1=CC=C(C=C1)[N+](=O)[O-])CC(=O)O ({(3-tert-Butoxycarbonylamino-propionyl)-[2-(4-nitro-phenyl)-ethyl]-amino}-acetic acid), C(#CC(=O)OC)C(=O)OC (dimethyl acetylene dicarboxylate). The solvent is C(C)(=O)OC(C)=O (acetic anhydride). Reaction conditions: temperature 85 celsius. Product: COC(=O)C1=C(N(C=C1C(=O)OC)CCC1=CC=C(C=C1)[N+](=O)[O-])CCNC(=O)OC(C)(C)C (2-(2-tert-Butoxycarbonylamino-ethyl)-1-[2-(4-nitro-phenyl)-ethyl]-1H-pyrrole-3,4-dicarboxylic acid dimethyl ester). As a reaction SMILES: [C:1]([O:5][C:6]([NH:8][CH2:9][CH2:10][C:11]([N:13]([CH2:25]C(O)=O)[CH2:14][CH2:15][C:16]1[CH:21]=[CH:20][C:19]([N+:22]([O-:24])=[O:23])=[CH:18][CH:17]=1)=O)=[O:7])([CH3:4])([CH3:3])[CH3:2].[C:29]([C:35]([O:37][CH3:38])=[O:36])#[C:30][C:31]([O:33][CH3:34])=[O:32]>C(OC(=O)C)(=O)C>[CH3:34][O:33][C:31]([C:30]1[C:29]([C:35]([O:37][CH3:38])=[O:36])=[CH:25][N:13]([CH2:14][CH2:15][C:16]2[CH:17]=[CH:18][C:19]([N+:22]([O-:24])=[O:23])=[CH:20][CH:21]=2)[C:11]=1[CH2:10][CH2:9][NH:8][C:6]([O:5][C:1]([CH3:4])([CH3:3])[CH3:2])=[O:7])=[O:32]. Procedure details: To a mixture of {(3-tert-Butoxycarbonylamino-propionyl)-[2-(4-nitro-phenyl)-ethyl]-amino}-acetic acid (0.253 mmol) in 1 ml acetic anhydride is dimethyl acetylene dicarboxylate (0.278 mmol) added. After stirring at 85° C. for 4½ hours the solvent is evaporated in vacuo. The dark brown oil is chromatographed using ethyl acetate 2:Hexane 3 as a mobile phase to yield 2-(2-tert-Butoxycarbonylamino-ethyl)-1-[2-(4-nitro-phenyl)-ethyl]-1H-pyrrole-3,4-dicarboxylic acid dimethyl ester, 79 mg, as a yellow ... Reactants: FC=1C=CC(=C(C1)C(CC(CNC1=C(C(=O)N)C=CC=C1)(C(F)(F)F)O)(C)C)OC (2-[4-(5-fluoro-2-methoxyphenyl)-2-hydroxy-4-methyl-2-trifluoromethylpentylamino]benzamide), FC(C(=O)O)(F)F (trifluoroacetic acid). Solvent: COC(OC)OC (trimethylorthoformate). Conditions: time 1.5 hour. Yields the product FC=1C=CC(=C(C1)C(CC(CN1C=NC(C2=CC=CC=C12)=O)(C(F)(F)F)O)(C)C)OC (1-[4-(5-fluoro-2-methoxyphenyl)-2-hydroxy-4-methyl-2-trifluoromethylpentyl]-1H-quinazolin-4-one). RXN SMILES: [F:1][C:2]1[CH:3]=[CH:4][C:5]([O:29][CH3:30])=[C:6]([C:8]([CH3:28])([CH3:27])[CH2:9][C:10]([OH:26])([C:22]([F:25])([F:24])[F:23])[CH2:11][NH:12][C:13]2[CH:21]=[CH:20][CH:19]=[CH:18][C:14]=2[C:15]([NH2:17])=[O:16])[CH:7]=1.F[C:32](F)(F)C(O)=O>COC(OC)OC>[F:1][C:2]1[CH:3]=[CH:4][C:5]([O:29][CH3:30])=[C:6]([C:8]([CH3:27])([CH3:28])[CH2:9][C:10]([OH:26])([C:22]([F:25])([F:23])[F:24])[CH2:11][N:12]2[C:13]3[C:14](=[CH:18][CH:19]=[CH:20][CH:21]=3)[C:15](=[O:16])[N:17]=[CH:32]2)[CH:7]=1. Reported procedure: To a solution of 2-[4-(5-fluoro-2-methoxyphenyl)-2-hydroxy-4-methyl-2-trifluoromethylpentylamino]benzamide (106 mg) in trimethylorthoformate (6 mL) was added trifluoroacetic acid (0.1 mL). After 1.5 hours, the reaction mixture was concentrated in vacuo. The residue was purified by column chromatography with silica gel (eluted with 70% ethyl acetate-hexanes) to give the title compound as a white solid (82 mg), m.p. 118° C.-121° C. The reactants are C1COCCO1, ClCCl, Cl, CC(C)(C)OC(=O)N(c1cscn1)S(=O)(=O)c1cc(F)c(Oc2ccc(Cl)cc2-c2ccnc(CN3CCC3)c2)cc1F. Product: O=S(=O)(Nc1cscn1)c1cc(F)c(Oc2ccc(Cl)cc2-c2ccnc(CN3CCC3)c2)cc1F. RXN SMILES: [CH2:48]1[O:49][CH2:50][CH2:51][O:52][CH2:53]1.[Cl:45][CH2:46][Cl:47].[ClH:44].[N:1]1([CH2:5][c:6]2[n:7][cH:8][cH:9][c:10](-[c:12]3[c:13]([O:14][c:15]4[cH:16][c:17]([F:38])[c:18]([S:22](=[O:23])(=[O:24])[N:25]([C:26](=[O:27])[O:28][C:29]([CH3:30])([CH3:31])[CH3:32])[c:33]5[n:34][cH:35][s:36][cH:37]5)[cH:19][c:20]4[F:21])[cH:39][cH:40][c:41]([Cl:43])[cH:42]3)[cH:11]2)[CH2:2][CH2:3][CH2:4]1>>[N:1]1([CH2:5][c:6]2[n:7][cH:8][cH:9][c:10](-[c:12]3[c:13]([O:14][c:15]4[cH:16][c:17]([F:38])[c:18]([S:22](=[O:23])(=[O:24])[NH:25][c:33]5[n:34][cH:35][s:36][cH:37]5)[cH:19][c:20]4[F:21])[cH:39][cH:40][c:41]([Cl:43])[cH:42]3)[cH:11]2)[CH2:2][CH2:3][CH2:4]1. The reactants are COC=1C=C2CCC(NC2=CC1[N+](=O)[O-])=O (6-(methyloxy)-7-nitro-3,4-dihydro-2(1H)-quinolinone), CN(C=O)C (Dimethylformamide), [H][H] (hydrogen). The reagents and catalysts are [Pd] (palladium on carbon). The solvent is C(C)(=O)OCC (ethyl acetate), CO (methanol). Product: NC1=C(C=C2CCC(NC2=C1)=O)OC (7-amino-6-(methyloxy)-3,4-dihydro-2(1H)-quinolinone). The yield is 92.7%. Reaction SMILES: [CH3:1][O:2][C:3]1[CH:4]=[C:5]2[C:10](=[CH:11][C:12]=1[N+:13]([O-])=O)[NH:9][C:8](=[O:16])[CH2:7][CH2:6]2.CN(C)C=O.[H][H]>C(OCC)(=O)C.CO.[Pd]>[NH2:13][C:12]1[CH:11]=[C:10]2[C:5]([CH2:6][CH2:7][C:8](=[O:16])[NH:9]2)=[CH:4][C:3]=1[O:2][CH3:1]. Procedure details: 6-(methyloxy)-7-nitro-3,4-dihydro-2(1H)-quinolinone (485 mg, 2.18 mmol) was taken in ethyl acetate (10 mL) and methanol (50 mL). Dimethylformamide (10 mL) was added and the mixture heated to ensure dissolution. 10% palladium on carbon (581 mg, Aldrich) was added and the reaction stirred under 60 psi hydrogen pressure for 16 h. The pressure was released, the reaction vessel evacuated, and back-filled with nitrogen twice. The mixture was filtered through celite and the filtrate was concentrated to...